Dataset: the Open Reaction Database (ORD), a public repository of structured organic reaction records. Task: describe an organic reaction: reactants, conditions, products, and yield Reactants: BrC=1SC=CN1 (2-Bromothiazole), C1(=CC=CC=C1)C (toluene), C(=O)C1=CC=C(C=C1)B(O)O (4-formylphenylboronic acid), C(=O)([O-])[O-].[Na+].[Na+] (Na2CO3). The reagents and catalysts are C=1C=CC(=CC1)[P](C=2C=CC=CC2)(C=3C=CC=CC3)[Pd]([P](C=4C=CC=CC4)(C=5C=CC=CC5)C=6C=CC=CC6)([P](C=7C=CC=CC7)(C=8C=CC=CC8)C=9C=CC=CC9)[P](C=1C=CC=CC1)(C=1C=CC=CC1)C=1C=CC=CC1 (tetrakis(triphenylphosphine)palladium). Run in CCOC(=O)C (EtOAc), O (H2O), O (H2O), CCCCCC (n-hexane), C(C)O (ethanol), CCOC(=O)C (EtOAc). Conditions: time 15 minute. Yields the product S1C(=NC=C1)C1=CC=C(C=O)C=C1 (4-(thiazol-2-yl)benzaldehyde). Isolated yield 85.9%. Reaction SMILES: Br[C:2]1[S:3][CH:4]=[CH:5][N:6]=1.[CH:7]([C:9]1[CH:14]=[CH:13][C:12](B(O)O)=[CH:11][CH:10]=1)=[O:8].C([O-])([O-])=O.[Na+].[Na+].C1(C)C=CC=CC=1>C1C=CC([P]([Pd]([P](C2C=CC=CC=2)(C2C=CC=CC=2)C2C=CC=CC=2)([P](C2C=CC=CC=2)(C2C=CC=CC=2)C2C=CC=CC=2)[P](C2C=CC=CC=2)(C2C=CC=CC=2)C2C=CC=CC=2)(C2C=CC=CC=2)C2C=CC=CC=2)=CC=1.CCOC(C)=O.O.CCCCCC.C(O)C>[S:3]1[CH:4]=[CH:5][N:6]=[C:2]1[C:12]1[CH:13]=[CH:14][C:9]([CH:7]=[O:8])=[CH:10][CH:11]=1 |f:2.3.4,^1:34,36,55,74|. Reported procedure: 2-Bromothiazole (0.538 ml, 6.06 mmol), 4-formylphenylboronic acid (1.0 g, 6.67 mmol), and Na2CO3 (1.61 g) were suspended in the mixed solution of toluene (25 ml), ethanol (5 ml), and H2O (5 ml). The mixture was stirred at room temperature for 15 minutes under an argon gas atmosphere. After reducing the pressure inside of the reaction container by using a vacuum line, the mixture was degassed by introducing Ar gas and this procedure was repeated twice. After that, tetrakis(triphenylphosphine)pall... Starting materials: CN(C)C=O, Cc1oc(-c2ccccc2)nc1COc1cccc(CCl)c1, [H-], [Na+], O, COC(=O)Cc1ccccc1O. Yields the product COC(=O)Cc1ccccc1OCc1cccc(OCc2nc(-c3ccccc3)oc2C)c1. RXN SMILES: [CH3:35][N:36]([CH3:37])[CH:38]=[O:39].[Cl:1][CH2:2][c:3]1[cH:4][c:5]([O:6][CH2:7][c:8]2[n:9][c:10](-[c:14]3[cH:15][cH:16][cH:17][cH:18][cH:19]3)[o:11][c:12]2[CH3:13])[cH:20][cH:21][cH:22]1.[H-:40].[Na+:41].[OH2:42].[OH:23][c:24]1[c:25]([CH2:30][C:31](=[O:32])[O:33][CH3:34])[cH:26][cH:27][cH:28][cH:29]1>>[CH2:2]([c:3]1[cH:4][c:5]([O:6][CH2:7][c:8]2[n:9][c:10](-[c:14]3[cH:15][cH:16][cH:17][cH:18][cH:19]3)[o:11][c:12]2[CH3:13])[cH:20][cH:21][cH:22]1)[O:23][c:24]1[c:25]([CH2:30][C:31](=[O:32])[O:33][CH3:34])[cH:26][cH:27][cH:28][cH:29]1. Reactants: CON1CCN(c2ccccc2)CC1, COc1ccc(N2CCN(C(=O)CC3OCCCc4ccccc43)CC2)cc1, CO, O=C(O)CC1OCCCc2ccccc21, Cl. Product: COc1ccc(N2CCN(CCC3OCCCc4ccccc43)CC2)cc1, Cl. Reaction SMILES: [CH3:1][O:2][N:3]1[CH2:4][CH2:5][N:6]([c:7]2[cH:8][cH:9][cH:10][cH:11][cH:12]2)[CH2:13][CH2:14]1.[CH3:30][O:31][c:32]1[cH:33][cH:34][c:35]([N:38]2[CH2:39][CH2:40][N:41]([C:44]([CH2:45][CH:46]3[O:47][CH2:48][CH2:49][CH2:50][c:51]4[c:52]3[cH:53][cH:54][cH:55][cH:56]4)=[O:57])[CH2:42][CH2:43]2)[cH:36][cH:37]1.[CH3:59][OH:60].[CH:15]1([CH2:16][C:17]([OH:18])=[O:19])[c:20]2[cH:21][cH:22][cH:23][cH:24][c:25]2[CH2:26][CH2:27][CH2:28][O:29]1.[ClH:58]>>[CH3:30][O:31][c:32]1[cH:33][cH:34][c:35]([N:38]2[CH2:39][CH2:40][N:41]([CH2:44][CH2:45][CH:46]3[O:47][CH2:48][CH2:49][CH2:50][c:51]4[c:52]3[cH:53][cH:54][cH:55][cH:56]4)[CH2:42][CH2:43]2)[cH:36][cH:37]1.[ClH:58]. Reactants: CCCCC1CC(=O)C=C2CCCC21, CCOC(C)=O. The product is CCCCC1CC(=O)CC2CCCC12. As a reaction SMILES: [CH2:1]([CH2:2][CH2:3][CH3:4])[CH:5]1[CH2:6][C:7](=[O:14])[CH:8]=[C:9]2[CH2:10][CH2:11][CH2:12][CH:13]12.[CH3:15][CH2:16][O:17][C:18](=[O:19])[CH3:20]>>[CH2:1]([CH2:2][CH2:3][CH3:4])[CH:5]1[CH2:6][C:7](=[O:14])[CH2:8][CH:9]2[CH2:10][CH2:11][CH2:12][CH:13]12. The reactants are CCCCCCBr, CN(C)[S+](N(C)C)N(C)C, CC#N, N#C[S-]. The product is CCCCCCSC#N. RXN SMILES: [Br:1][CH2:2][CH2:3][CH2:4][CH2:5][CH2:6][CH3:7].[CH3:11][N:12]([S+:13]([N:14]([CH3:15])[CH3:16])[N:17]([CH3:18])[CH3:19])[CH3:20].[CH3:21][C:22]#[N:23].[S-:8][C:9]#[N:10]>>[CH2:2]([CH2:3][CH2:4][CH2:5][CH2:6][CH3:7])[S:8][C:9]#[N:10]. Starting materials: COCCCN1CCNCC1 (1-(3-Methoxy-propyl)-piperazine), BrCC#N (bromoacetonitrile). Yields the product COCCCN1CCN(CC1)CC#N ([4-(3-Methoxy-propyl)-piperazin-1-yl]acetonitrile). Reaction SMILES: [CH3:1][O:2][CH2:3][CH2:4][CH2:5][N:6]1[CH2:11][CH2:10][NH:9][CH2:8][CH2:7]1.Br[CH2:13][C:14]#[N:15]>>[CH3:1][O:2][CH2:3][CH2:4][CH2:5][N:6]1[CH2:7][CH2:8][N:9]([CH2:13][C:14]#[N:15])[CH2:10][CH2:11]1. Reported procedure: The title compound is synthesized by coupling of 1-(3-Methoxy-propyl)-piperazine (commercially available from CHESS GmbH) and bromoacetonitrile analogously to the preparation of Intermediate 149.2 as a colorless oil; ES-MS: M+=198.2: 1HNMR(DMSO-d6) 3.65 (s, 2H), 3.30 (s, 3H), 2.45-2.20 (m, 12H), 1.65-1.55 (m, 2H). The reactants are [Si](C)(C)(C(C)(C)C)OC=1C(=C(C=C(C1)CC)N(C1=CC=C(C#N)C=C1)CC=1N(C=C(N1)C1=CC=CC=C1)C(C1=CC=CC=C1)(C1=CC=CC=C1)C1=CC=CC=C1)F (4-((3-(tert-butyldimethylsilyloxy)-5-ethyl-2-fluorophenyl)(4-phenyl-1-trityl-1H-imidazol-2-yl)methylamino)benzonitrile), CCCC[N+](CCCC)(CCCC)CCCC.[F-] (TBAF). Solvent: C1CCOC1 (THF). Conditions: time 30 minute. Product: C(C)C=1C=C(C(=C(C1)N(C1=CC=C(C#N)C=C1)CC=1N(C=C(N1)C1=CC=CC=C1)C(C1=CC=CC=C1)(C1=CC=CC=C1)C1=CC=CC=C1)F)O (4-((5-ethyl-2-fluoro-3-hydroxyphenyl)(4-phenyl-1-trityl-1H-imidazol-2-yl)methylamino)benzonitrile). Isolated yield 68.5%. RXN SMILES: [Si]([O:8][C:9]1[C:10]([F:57])=[C:11]([N:17]([CH2:26][C:27]2[N:28]([C:38]([C:51]3[CH:56]=[CH:55][CH:54]=[CH:53][CH:52]=3)([C:45]3[CH:50]=[CH:49][CH:48]=[CH:47][CH:46]=3)[C:39]3[CH:44]=[CH:43][CH:42]=[CH:41][CH:40]=3)[CH:29]=[C:30]([C:32]3[CH:37]=[CH:36][CH:35]=[CH:34][CH:33]=3)[N:31]=2)[C:18]2[CH:25]=[CH:24][C:21]([C:22]#[N:23])=[CH:20][CH:19]=2)[CH:12]=[C:13]([CH2:15][CH3:16])[CH:14]=1)(C(C)(C)C)(C)C.CCCC[N+](CCCC)(CCCC)CCCC.[F-]>C1COCC1>[CH2:15]([C:13]1[CH:14]=[C:9]([OH:8])[C:10]([F:57])=[C:11]([N:17]([CH2:26][C:27]2[N:28]([C:38]([C:51]3[CH:52]=[CH:53][CH:54]=[CH:55][CH:56]=3)([C:45]3[CH:46]=[CH:47][CH:48]=[CH:49][CH:50]=3)[C:39]3[CH:44]=[CH:43][CH:42]=[CH:41][CH:40]=3)[CH:29]=[C:30]([C:32]3[CH:37]=[CH:36][CH:35]=[CH:34][CH:33]=3)[N:31]=2)[C:18]2[CH:19]=[CH:20][C:21]([C:22]#[N:23])=[CH:24][CH:25]=2)[CH:12]=1)[CH3:16] |f:1.2|. Reported procedure: To a solution of Intermediate 191.1 (72 mg, 0.0936 mmol) in 1 mL THF at rt, was added TBAF (1 M in THF, 0.094 mL, 0.094 mmol). The mixture was stirred at rt for 30 min, then concentrated. The mixture was diluted with EtOAc, washed with H2O (2×) and brine, dried (Na2SO4) and concentrated. The crude product was purified by flash chromatography (0 to 75% EtOAc/hexanes gradient) to afford 42 mg of Intermediate 191.2 as a colorless residue. Starting materials: C(C)N(C(=O)C1=CC=C(S1)C(=O)OC)CC (Methyl 5-(diethylcarbamoyl)thiophene-2-carboxylate), O.NN (hydrazine monohydrate), O (water). Yields the product C(C)N(C(=O)C=1SC(=CC1)C(=O)NN)CC (5-hydrazinocarbonylthiophene-2-carboxylic Acid Diethylamide). Yield: 89.0%. Solvent: C(C)O (ethanol). Procedure details: Methyl 5-(diethylcarbamoyl)thiophene-2-carboxylate (247 mg, 1.02 mmol) in ethanol (9 mL) was stirred with hydrazine monohydrate (495 mg, 10.2 mol) at 90° C. for 6 hours. After addition of water, the reaction solution was extracted with ethyl acetate and chloroform, and the extract was dried over anhydrous magnesium sulfate and concentrated to give the desired product (yield 89%). As a reaction SMILES: [CH2:1]([N:3]([CH2:15][CH3:16])[C:4]([C:6]1[S:10][C:9]([C:11](OC)=[O:12])=[CH:8][CH:7]=1)=[O:5])[CH3:2].O.[NH2:18][NH2:19].O>C(O)C>[CH2:1]([N:3]([CH2:15][CH3:16])[C:4]([C:6]1[S:10][C:9]([C:11]([NH:18][NH2:19])=[O:12])=[CH:8][CH:7]=1)=[O:5])[CH3:2] |f:1.2|.